From a dataset of the Open Reaction Database (ORD), a public repository of structured organic reaction records. describe an organic reaction: reactants, conditions, products, and yield Reactants: BrCC(=O)OCC (Ethyl bromoacetate), ClC1=C(C=O)C(=CC(=C1)C(F)(F)F)Cl (2,6-dichloro-4-trifluoromethylbenzaldehyde), COB(OC)OC (trimethoxyborane), Cl (hydrochloric acid). The reagents and catalysts are [Zn] (zinc). The solvent is O1CCCC1 (tetrahydrofuran), C(C)(=O)O (acetic acid). The product is ClC1=C(C(=CC(=C1)C(F)(F)F)Cl)C(CC(=O)OCC)O (ethyl 3-(2,6-dichloro-4-trifluoromethylphenyl)-3-hydroxypropionate). Reaction SMILES: Br[CH2:2][C:3]([O:5][CH2:6][CH3:7])=[O:4].[Cl:8][C:9]1[CH:16]=[C:15]([C:17]([F:20])([F:19])[F:18])[CH:14]=[C:13]([Cl:21])[C:10]=1[CH:11]=[O:12].COB(OC)OC.Cl>O1CCCC1.[Zn].C(O)(=O)C>[Cl:8][C:9]1[CH:16]=[C:15]([C:17]([F:19])([F:20])[F:18])[CH:14]=[C:13]([Cl:21])[C:10]=1[CH:11]([OH:12])[CH2:2][C:3]([O:5][CH2:6][CH3:7])=[O:4]. Procedure details: Ethyl bromoacetate (13.7 ml) was added to a suspension of 30.0 g of 2,6-dichloro-4-trifluoromethylbenzaldehyde (7), 50 ml of trimethoxyborane and 8.5 g of zinc powder in 50 ml of anhydrous tetrahydrofuran with vigorous stirring at room temperature, and the mixture was stirred overnight. The reaction mixture was poured into a mixture of 100 ml of 10% hydrochloric acid and 10 ml of acetic acid, and the resulting mixture was filtered through Celite. The aqueous filtrate was neutralized with a 5% aq...